This data is from the Open Reaction Database (ORD), a public repository of structured organic reaction records. The task is: describe an organic reaction: reactants, conditions, products, and yield Starting materials: ClC(C)Cl (1,1-dichloroethane), ClCCC(CC)(C)Cl (1,3-dichloro-3-methylpentane), Cl (hydrochloric acid). Reagents/catalysts: [Cl-].[Al+3].[Cl-].[Cl-] (aluminum chloride). Run at temperature -70 celsius, time 4 hour. Yields the product C(C)C(CC(Cl)(Cl)Cl)(CCCl)C (3-ethyl-3-methyl-1,1,1,5-tetrachloropentane). The yield is 83.0%. RXN SMILES: [Cl:1][CH:2]([Cl:4])[CH3:3].[Cl:5][CH2:6][CH2:7][C:8](Cl)([CH3:11])[CH2:9][CH3:10].[ClH:13]>[Cl-].[Al+3].[Cl-].[Cl-]>[CH2:9]([C:8]([CH3:11])([CH2:7][CH2:6][Cl:5])[CH2:3][C:2]([Cl:13])([Cl:4])[Cl:1])[CH3:10] |f:3.4.5.6|. Procedure: 2,180 g (22.5 moles) of 1,1-dichloroethane are initially introduced into the reaction vessel at -70° C., 75 g of powdered aluminum chloride are added and 1,160 g (7.5 moles) of 1,3-dichloro-3-methylpentane are then added dropwise. The reaction mixture is stirred at -70° C. for 4 hours and is then poured onto ice and dilute hydrochloric acid. It is extracted with methylene chloride and the organic phase is dried over sodium sulphate and concentrated. The residue is distilled. 1,572 g (83% of theo... Starting materials: CN(C)C=O (DMF), C(C(=O)Cl)(=O)Cl (oxalyl chloride), ClC=1C=C(CNC=2C3=C(N=C(N2)CCC(=O)N)C(=NN3C)CCC)C=CC1OC (3-[7-(3-chloro-4-methoxybenzylamino)-1-methyl-3-propyl-1H-pyrazolo[4,3-d]pyrimidin-5-yl]propionamide). The solvent is C(C)#N (acetonitrile). Run at time 1 hour. Yields the product ClC=1C=C(CNC=2C3=C(N=C(N2)CCC#N)C(=NN3C)CCC)C=CC1OC (3-[7-(3-chloro-4-methoxybenzylamino)-1-methyl-3-propyl-1H-pyrazolo[4,3-d]-pyrimidin-5-yl]propionitrile). As a reaction SMILES: CN(C=O)C.C(Cl)(=O)C(Cl)=O.[Cl:12][C:13]1[CH:14]=[C:15]([CH:36]=[CH:37][C:38]=1[O:39][CH3:40])[CH2:16][NH:17][C:18]1[C:19]2[N:31]([CH3:32])[N:30]=[C:29]([CH2:33][CH2:34][CH3:35])[C:20]=2[N:21]=[C:22]([CH2:24][CH2:25][C:26]([NH2:28])=O)[N:23]=1>C(#N)C>[Cl:12][C:13]1[CH:14]=[C:15]([CH:36]=[CH:37][C:38]=1[O:39][CH3:40])[CH2:16][NH:17][C:18]1[C:19]2[N:31]([CH3:32])[N:30]=[C:29]([CH2:33][CH2:34][CH3:35])[C:20]=2[N:21]=[C:22]([CH2:24][CH2:25][C:26]#[N:28])[N:23]=1. Procedure: 1 equivalent of DMF and 1 equivalent of oxalyl chloride are dissolved in acetonitrile at 0°. 1 equivalent of 3-[7-(3-chloro-4-methoxybenzylamino)-1-methyl-3-propyl-1H-pyrazolo[4,3-d]pyrimidin-5-yl]propionamide is then added. The mixture is stirred for one hour. After customary working up, 3-[7-(3-chloro-4-methoxybenzylamino)-1-methyl-3-propyl-1H-pyrazolo[4,3-d]-pyrimidin-5-yl]propionitrile is obtained. Starting materials: ClC1=C(C(=CC(=N1)NC(=O)C1(CC1)C1=CC2=C(OC(O2)(F)F)C=C1)C)C (N-(6-chloro-4,5-dimethylpyridin-2-yl)-1-(2,2-difluorobenzo[d][1,3]dioxol-5-yl)cyclopropanecarboxamide), COC1=NC=C(C=C1C)B1OC(C(O1)(C)C)(C)C (2-methoxy-3-methyl-5-(4,4,5,5-tetramethyl-1,3,2-dioxaborolan-2-yl)pyridine), C(=O)([O-])[O-].[Na+].[Na+] (Na2CO3). Reagents/catalysts: C=1C=CC(=CC1)[P](C=2C=CC=CC2)(C=3C=CC=CC3)[Pd]([P](C=4C=CC=CC4)(C=5C=CC=CC5)C=6C=CC=CC6)([P](C=7C=CC=CC7)(C=8C=CC=CC8)C=9C=CC=CC9)[P](C=1C=CC=CC1)(C=1C=CC=CC1)C=1C=CC=CC1 (tetrakis(triphenylphosphine)palladium). Solvent: C(C)(=O)OCC (ethyl acetate), COCCOC (1,2-dimethoxyethane). Reaction conditions: temperature 80 celsius. Yields the product FC1(OC2=C(O1)C=CC(=C2)C2(CC2)C(=O)NC2=CC(=C(C(=N2)C=2C=NC(=C(C2)C)OC)C)C)F (1-(2,2-difluorobenzo[d][1,3]dioxol-5-yl)-N-(6′-methoxy-3,4,5′-trimethyl-2,3′-bipyridin-6-yl)cyclopropanecarboxamide). Yield: 59.4%. Reaction SMILES: Cl[C:2]1[N:7]=[C:6]([NH:8][C:9]([C:11]2([C:14]3[CH:24]=[CH:23][C:17]4[O:18][C:19]([F:22])([F:21])[O:20][C:16]=4[CH:15]=3)[CH2:13][CH2:12]2)=[O:10])[CH:5]=[C:4]([CH3:25])[C:3]=1[CH3:26].[CH3:27][O:28][C:29]1[C:34]([CH3:35])=[CH:33][C:32](B2OC(C)(C)C(C)(C)O2)=[CH:31][N:30]=1.C([O-])([O-])=O.[Na+].[Na+]>COCCOC.C(OCC)(=O)C.C1C=CC([P]([Pd]([P](C2C=CC=CC=2)(C2C=CC=CC=2)C2C=CC=CC=2)([P](C2C=CC=CC=2)(C2C=CC=CC=2)C2C=CC=CC=2)[P](C2C=CC=CC=2)(C2C=CC=CC=2)C2C=CC=CC=2)(C2C=CC=CC=2)C2C=CC=CC=2)=CC=1>[F:21][C:19]1([F:22])[O:18][C:17]2[CH:23]=[CH:24][C:14]([C:11]3([C:9]([NH:8][C:6]4[N:7]=[C:2]([C:32]5[CH:31]=[N:30][C:29]([O:28][CH3:27])=[C:34]([CH3:35])[CH:33]=5)[C:3]([CH3:26])=[C:4]([CH3:25])[CH:5]=4)=[O:10])[CH2:13][CH2:12]3)=[CH:15][C:16]=2[O:20]1 |f:2.3.4,^1:66,68,87,106|. Procedure: To N-(6-chloro-4,5-dimethylpyridin-2-yl)-1-(2,2-difluorobenzo[d][1,3]dioxol-5-yl)cyclopropanecarboxamide (70 mg, 0.18 mmol), 2-methoxy-3-methyl-5-(4,4,5,5-tetramethyl-1,3,2-dioxaborolan-2-yl)pyridine (69 mg, 0.27 mmol) and tetrakis(triphenylphosphine)palladium (0) (21 mg, 0.018 mmol) in 1,2-dimethoxyethane (2.0 mL), 2 M Na2CO3 (276 μL, 0.55 mmol) was added. The reaction mixture was stirred and heated at 80° C. for 20 hours under N2 atmosphere. The reaction mixture was diluted with ethyl acetate ... The reactants are CC(C)(C)[Si](C)(C)Oc1ccc(C(O)c2cccnc2)cc1C12CC3CC(CC(C3)C1)C2, ClCCl. Yields the product CC(C)(C)[Si](C)(C)Oc1ccc(C(=O)c2cccnc2)cc1C12CC3CC(CC(C3)C1)C2. RXN SMILES: [C:1]12([c:11]3[cH:12][c:13]([CH:25]([OH:26])[c:27]4[cH:28][n:29][cH:30][cH:31][cH:32]4)[cH:14][cH:15][c:16]3[O:17][Si:18]([CH3:19])([CH3:20])[C:21]([CH3:22])([CH3:23])[CH3:24])[CH2:2][CH:3]3[CH2:4][CH:5]([CH2:6][CH:7]([CH2:8]1)[CH2:9]3)[CH2:10]2.[CH2:33]([Cl:34])[Cl:35]>>[C:1]12([c:11]3[cH:12][c:13]([C:25](=[O:26])[c:27]4[cH:28][n:29][cH:30][cH:31][cH:32]4)[cH:14][cH:15][c:16]3[O:17][Si:18]([CH3:19])([CH3:20])[C:21]([CH3:22])([CH3:23])[CH3:24])[CH2:2][CH:3]3[CH2:4][CH:5]([CH2:6][CH:7]([CH2:8]1)[CH2:9]3)[CH2:10]2. The reactants are C(C)(C)(C)OC(=O)N[C@H](C=O)CC(CCO[Si](C(C)C)(C(C)C)C(C)C)(C)C (2(S)-tert-butoxycarbonylamino-6-triisopropylsilyloxy-4,4-dimethyl-hexanal), Cl (hydrochloric acid), BrCCC=C (4-bromo-1-butene), [Mg] (magnesium). The solvent is O1CCCC1 (tetrahydrofuran), O1CCCC1 (tetrahydrofuran). Product: C(C)(C)(C)OC(=O)N[C@H]([C@H](CCC=C)O)CC(CCO[Si](C(C)C)(C(C)C)C(C)C)(C)C (6(S)-Tert-butoxycarbonylamino-8,8-dimethyl-5(S)-hydroxy-10-triisopropylsilyloxydec-1-ene), phase E. Reaction SMILES: Br[CH2:2][CH2:3][CH:4]=[CH2:5].[Mg].[C:7]([O:11][C:12]([NH:14][C@@H:15]([CH2:18][C:19]([CH3:34])([CH3:33])[CH2:20][CH2:21][O:22][Si:23]([CH:30]([CH3:32])[CH3:31])([CH:27]([CH3:29])[CH3:28])[CH:24]([CH3:26])[CH3:25])[CH:16]=[O:17])=[O:13])([CH3:10])([CH3:9])[CH3:8].Cl>O1CCCC1>[C:7]([O:11][C:12]([NH:14][C@@H:15]([CH2:18][C:19]([CH3:33])([CH3:34])[CH2:20][CH2:21][O:22][Si:23]([CH:24]([CH3:25])[CH3:26])([CH:27]([CH3:28])[CH3:29])[CH:30]([CH3:32])[CH3:31])[C@@H:16]([OH:17])[CH2:5][CH2:4][CH:3]=[CH2:2])=[O:13])([CH3:10])([CH3:9])[CH3:8]. Reported procedure: The Grignard reagent is prepared from 3.70 ml of 4-bromo-1-butene and 880 mg of magnesium powder in 50 ml of tetrahydrofuran at 55° C. This solution is then added dropwise to a solution of 3.0 g of 2(S)-tert-butoxycarbonylamino-6-triisopropylsilyloxy-4,4-dimethyl-hexanal (Example 1g)) in 25 ml of tetrahydrofuran at 5°-10° C. 1 h after the end of the addition, the mixture is poured onto a 0.1N hydrochloric acid solution, extracted with methylene chloride and concentrated. The crude product contai... Reactants: C#CCN(Cc1cc2c(=O)[nH]c(COC(C)=O)nc2cc1Cl)c1ccc(C(=O)OC(C)(C)C)cc1, C1CCOC1, [Na+], [OH-], O. Yields the product C#CCN(Cc1cc2c(=O)[nH]c(CO)nc2cc1Cl)c1ccc(C(=O)OC(C)(C)C)cc1. Reaction SMILES: [C:1](=[O:2])([CH3:3])[O:4][CH2:5][c:6]1[n:7][c:8]2[cH:9][c:10]([Cl:35])[c:11]([CH2:17][N:18]([CH2:19][C:20]#[CH:21])[c:22]3[cH:23][cH:24][c:25]([C:26](=[O:27])[O:28][C:29]([CH3:30])([CH3:31])[CH3:32])[cH:33][cH:34]3)[cH:12][c:13]2[c:14](=[O:16])[nH:15]1.[CH2:39]1[O:40][CH2:41][CH2:42][CH2:43]1.[Na+:37].[OH-:36].[OH2:38]>>[OH:4][CH2:5][c:6]1[n:7][c:8]2[cH:9][c:10]([Cl:35])[c:11]([CH2:17][N:18]([CH2:19][C:20]#[CH:21])[c:22]3[cH:23][cH:24][c:25]([C:26](=[O:27])[O:28][C:29]([CH3:30])([CH3:31])[CH3:32])[cH:33][cH:34]3)[cH:12][c:13]2[c:14](=[O:16])[nH:15]1. Starting materials: C(C#CC)OC1=CC(=C(C=C1)OC)OC (4-but-2-ynyloxy-1,2-dimethoxybenzene), C(CCC)[Li] (n-butyl lithium), CCOCC (ether), COC1=C2C=CC(OC2=C(C=C1C=O)[N+](=O)[O-])(C)C (5-methoxy-2,2-dimethyl-8-nitro-2H-chromene-6-carbaldehyde). The reagents and catalysts are O=[Mn]=O (MnO2). Solvent: C1CCOC1 (THF), C1CCOC1 (THF). Run at time 30 minute. Yields the product COC=1C=C(C=CC1OC)OCC#CC(=O)C=1C(=C2C=CC(OC2=C(C1)[N+](=O)[O-])(C)C)OC (4-(3,4-dimethoxy-phenyoxy)-1-(5-methoxy-2,2-dimethyl-8-nitro-2H-chromen-6-yl)-but-2-yn-1-one). RXN SMILES: [CH2:1]([O:5][C:6]1[CH:11]=[CH:10][C:9]([O:12][CH3:13])=[C:8]([O:14][CH3:15])[CH:7]=1)[C:2]#[C:3]C.C([Li])CCC.[CH3:21][O:22][C:23]1[C:32]([CH:33]=[O:34])=[CH:31][C:30]([N+:35]([O-:37])=[O:36])=[C:29]2[C:24]=1[CH:25]=[CH:26][C:27]([CH3:39])([CH3:38])[O:28]2.CCOCC>C1COCC1.O=[Mn]=O>[CH3:15][O:14][C:8]1[CH:7]=[C:6]([O:5][CH2:1][C:2]#[C:3][C:33]([C:32]2[C:23]([O:22][CH3:21])=[C:24]3[C:29](=[C:30]([N+:35]([O-:37])=[O:36])[CH:31]=2)[O:28][C:27]([CH3:39])([CH3:38])[CH:26]=[CH:25]3)=[O:34])[CH:11]=[CH:10][C:9]=1[O:12][CH3:13]. Procedure details: To a solution of 4-but-2-ynyloxy-1,2-dimethoxybenzene (1.66 g, 8.66 mmol) in THF (75 mL) is added n-butyl lithium (5.54 ml of 1.6 M solution in THF, 8.86 mmol) at −78° C. After 30 min., 5-methoxy-2,2-dimethyl-8-nitro-2H-chromene-6-carbaldehyde (2.17 g, 8.25 mmol) in THF (50 mL) is added. The reaction is stirred for 1 h and then quenched with sat. NH4Cl and extracted with ethyl acetate. The combined organic layers are washed with brine and dried over Na2SO4. The resulting crude material is dissol... RXN SMILES: [CH2:1]([CH2:2][CH2:3][CH3:4])[c:5]1[n:6][c:7]([CH3:27])[nH:8][c:9](=[O:26])[c:10]1[CH2:11][c:12]1[cH:13][cH:14][c:15](-[c:18]2[c:19]([C:24]#[N:25])[cH:20][cH:21][cH:22][cH:23]2)[cH:16][cH:17]1.[CH3:30][N:31]([CH3:32])[CH:33]=[O:34].[CH3:45][CH2:46][O:47][C:48](=[O:49])[CH3:50].[Cl:35][CH2:36][c:37]1[cH:38][cH:39][c:40]([O:43][CH3:44])[cH:41][cH:42]1.[H-:28].[Na+:29]>>[CH2:1]([CH2:2][CH2:3][CH3:4])[c:5]1[n:6][c:7]([CH3:27])[n:8]([CH2:36][c:37]2[cH:38][cH:39][c:40]([O:43][CH3:44])[cH:41][cH:42]2)[c:9](=[O:26])[c:10]1[CH2:11][c:12]1[cH:13][cH:14][c:15](-[c:18]2[c:19]([C:24]#[N:25])[cH:20][cH:21][cH:22][cH:23]2)[cH:16][cH:17]1. The product is CCCCc1nc(C)n(Cc2ccc(OC)cc2)c(=O)c1Cc1ccc(-c2ccccc2C#N)cc1. Reactants: CCCCc1nc(C)[nH]c(=O)c1Cc1ccc(-c2ccccc2C#N)cc1, CN(C)C=O, CCOC(C)=O, COc1ccc(CCl)cc1, [H-], [Na+]. Starting materials: COC(=O)c1ccc(Cc2cccc3ccc(C=CCCC(=O)N(C)C)cc23)c(OC)c1, CCOC(C)=O, O. The product is COC(=O)c1ccc(Cc2cccc3ccc(CCCCC(=O)N(C)C)cc23)c(OC)c1. Reaction SMILES: [CH3:1][N:2]([C:3](=[O:4])[CH2:5][CH2:6][CH:7]=[CH:8][c:9]1[cH:10][cH:11][c:12]2[cH:13][cH:14][cH:15][c:16]([CH2:19][c:20]3[c:21]([O:30][CH3:31])[cH:22][c:23]([C:24](=[O:25])[O:26][CH3:27])[cH:28][cH:29]3)[c:17]2[cH:18]1)[CH3:32].[CH3:34][CH2:35][O:36][C:37](=[O:38])[CH3:39].[OH2:33]>>[CH3:1][N:2]([C:3](=[O:4])[CH2:5][CH2:6][CH2:7][CH2:8][c:9]1[cH:10][cH:11][c:12]2[cH:13][cH:14][cH:15][c:16]([CH2:19][c:20]3[c:21]([O:30][CH3:31])[cH:22][c:23]([C:24](=[O:25])[O:26][CH3:27])[cH:28][cH:29]3)[c:17]2[cH:18]1)[CH3:32].